This data is from the Open Reaction Database (ORD), a public repository of structured organic reaction records. The task is: describe an organic reaction: reactants, conditions, products, and yield Starting materials: ClC1=NC(=NC=C1C#CC1=CC=C(C=C1)Cl)N=CN(C(C)C)C(C)C (4-chloro-5-(4-chlorophenylethynyl)-2-diisopropylaminomethyleneamino-pyrimidine), C(O)CN (ethanolamine). Run in C(C)O (ethanol). The product is NC1=NC=C(C(=N1)NCCO)C#CC1=CC=C(C=C1)Cl (2-amino-5-(4-chlorophenylethynyl)-4-(2-hyroxyethylamino)pyrimidine). RXN SMILES: Cl[C:2]1[C:7]([C:8]#[C:9][C:10]2[CH:15]=[CH:14][C:13]([Cl:16])=[CH:12][CH:11]=2)=[CH:6][N:5]=[C:4]([N:17]=CN(C(C)C)C(C)C)[N:3]=1.[CH2:26]([CH2:28][NH2:29])[OH:27]>C(O)C>[NH2:17][C:4]1[N:3]=[C:2]([NH:29][CH2:28][CH2:26][OH:27])[C:7]([C:8]#[C:9][C:10]2[CH:11]=[CH:12][C:13]([Cl:16])=[CH:14][CH:15]=2)=[CH:6][N:5]=1. Reported procedure: A mixture of 0.7 g of 4-chloro-5-(4-chlorophenylethynyl)-2-diisopropylaminomethyleneamino-pyrimidine, 20 mL ethanol and 0.6 mL ethanolamine was refluxed for 18 hours. The green solution was evaporated in vacuo and triturated with water. The insoluble yellow residue was recrystallized by dissolving in 35 mL hot methanol, concentrating to 10 mL and chilling. The pale yellow powdery precipitate was filtered and dried to yield 0.34 g of 2-amino-5-(4-chlorophenylethynyl)-4-(2-hyroxyethylamino)pyrimid... Reactants: CS(=O)(=O)Cl (Methanesulfonyl chloride), COC1=CC=C(C(C2=CC=C(C=C2)OC)(C2=CC=CC=C2)OC[C@@]2([C@H](C[C@@H](O2)N2C(=O)NC(=O)C(C)=C2)O[SiH2]C(C(C)C)(C)C)C=CCCCCCO)C=C1 (5'-O-(4,4'-dimethoxytrityl)-3'-O-[(dimethyl-1,1-dimethylethyl) silyl]-4'-(7-hydroxy-1-hepten-1-yl)-thymidine). Solvent: N1=CC=CC=C1 (pyridine). Reaction conditions: temperature 0 celsius, time 2 hour. Product: COC1=CC=C(C(C2=CC=C(C=C2)OC)(C2=CC=CC=C2)OC[C@@]2([C@H](C[C@@H](O2)N2C(=O)NC(=O)C(C)=C2)O[SiH2]C(C(C)C)(C)C)C=CCCCCCOS(=O)(=O)C)C=C1 (5'-O-(4,4'-dimethoxytrityl)-3'-O-[(dimethyl-1,1-dimethylethyl) silyl]-4'-(7-methanesulfonyloxy-1-hepten-1-yl)-thymidine). The yield is 88.7%. Reaction SMILES: [CH3:1][S:2](Cl)(=[O:4])=[O:3].[CH3:6][O:7][C:8]1[CH:60]=[CH:59][C:11]([C:12]([O:27][CH2:28][C@@:29]2([CH:51]=[CH:52][CH2:53][CH2:54][CH2:55][CH2:56][CH2:57][OH:58])[O:33][C@@H:32]([N:34]3[CH:42]=[C:40]([CH3:41])[C:38](=[O:39])[NH:37][C:35]3=[O:36])[CH2:31][C@@H:30]2[O:43][SiH2:44][C:45]([CH3:50])([CH3:49])[CH:46]([CH3:48])[CH3:47])([C:21]2[CH:26]=[CH:25][CH:24]=[CH:23][CH:22]=2)[C:13]2[CH:18]=[CH:17][C:16]([O:19][CH3:20])=[CH:15][CH:14]=2)=[CH:10][CH:9]=1>N1C=CC=CC=1>[CH3:20][O:19][C:16]1[CH:17]=[CH:18][C:13]([C:12]([O:27][CH2:28][C@@:29]2([CH:51]=[CH:52][CH2:53][CH2:54][CH2:55][CH2:56][CH2:57][O:58][S:2]([CH3:1])(=[O:4])=[O:3])[O:33][C@@H:32]([N:34]3[CH:42]=[C:40]([CH3:41])[C:38](=[O:39])[NH:37][C:35]3=[O:36])[CH2:31][C@@H:30]2[O:43][SiH2:44][C:45]([CH3:49])([CH3:50])[CH:46]([CH3:47])[CH3:48])([C:21]2[CH:22]=[CH:23][CH:24]=[CH:25][CH:26]=2)[C:11]2[CH:59]=[CH:60][C:8]([O:7][CH3:6])=[CH:9][CH:10]=2)=[CH:14][CH:15]=1. Reported procedure: Methanesulfonyl chloride (96 μL, 1.22 mmole) was added dropwise to Compound (4) (250 mg, 0.32 mmole) in dry pyridine (3 mL) at 0° C. under nitrogen. The mixture was stirred at 0° C. for 2 hours and the reaction was quenched by the dropwise addition of methanol (1.5 mL). The yellow solution was poured into water (20 mL) and the layers were separated. The organic phase was washed with brine (20 mL), dried over magnesium sulfate and concentrated to a white solid (0.41 g) under reduced pressure. (Ro... Starting materials: ClC1=C(C(=O)N)C=C(C=C1[N+](=O)[O-])[N+](=O)[O-] (2-chloro-3,5-dinitrobenzamide), P(=O)(Cl)(Cl)Cl (phosphorous oxychloride), material. Yields the product ClC1=C(C#N)C=C(C=C1[N+](=O)[O-])[N+](=O)[O-] (2-Chloro-3,5-dinitrobenzonitrile). Reaction SMILES: [Cl:1][C:2]1[C:10]([N+:11]([O-:13])=[O:12])=[CH:9][C:8]([N+:14]([O-:16])=[O:15])=[CH:7][C:3]=1[C:4]([NH2:6])=O.P(Cl)(Cl)(Cl)=O>>[Cl:1][C:2]1[C:10]([N+:11]([O-:13])=[O:12])=[CH:9][C:8]([N+:14]([O-:16])=[O:15])=[CH:7][C:3]=1[C:4]#[N:6]. Procedure: A mixture of 31.8 gm. (0.129 mole) of 2-chloro-3,5-dinitrobenzamide and 50 ml. of phosphorous oxychloride is heated under reflux for one hour. The excess phosphorous oxychloride is removed by distillation under reduced pressure. To the residue is cautiously added ice water. The light yellow-green solid is removed by filtration and washed with water. There is obtained 28.0 g. (95%) of material melting at 139°-41°. The reactants are CN(C1CCN(CC1)C(=O)OC(C)(C)C)CCC1=CC=C(C=C1)OC1=CC=CC=C1 (1,1-dimethylethyl 4-(methyl(2-(4-phenoxyphenyl)ethyl)amino)-1-piperidinecarboxylate), Cl (hydrogen chloride). Solvent: ClC(C)Cl (dichloroethane), O1CCOCC1 (dioxane). Reaction conditions: time 4 hour. Product: CN(C1CCNCC1)CCC1=CC=C(C=C1)OC1=CC=CC=C1 (N-methyl-N-[2-(4-phenoxyphenyl)ethyl]-4-piperidinamine). RXN SMILES: [CH3:1][N:2]([CH2:16][CH2:17][C:18]1[CH:23]=[CH:22][C:21]([O:24][C:25]2[CH:30]=[CH:29][CH:28]=[CH:27][CH:26]=2)=[CH:20][CH:19]=1)[CH:3]1[CH2:8][CH2:7][N:6](C(OC(C)(C)C)=O)[CH2:5][CH2:4]1.Cl>ClC(Cl)C.O1CCOCC1>[CH3:1][N:2]([CH2:16][CH2:17][C:18]1[CH:23]=[CH:22][C:21]([O:24][C:25]2[CH:30]=[CH:29][CH:28]=[CH:27][CH:26]=2)=[CH:20][CH:19]=1)[CH:3]1[CH2:4][CH2:5][NH:6][CH2:7][CH2:8]1. Procedure details: A solution of 1,1-dimethylethyl 4-(methyl(2-(4-phenoxyphenyl)ethyl)amino)-1-piperidinecarboxylate (290 mg, 0.71 mmol) in dichloroethane was added a solution of hydrogen chloride in dioxane (4N). The reaction was stirred at ambient temperature for 4 hours. The reaction mixture was concentrated to dryness to give N-methyl-N-[2-(4-phenoxyphenyl)ethyl]-4-piperidinamine. Starting materials: C(C)OC([C@@H](NCC1=C(C(=CC=C1)C)[N+](=O)[O-])C)=O (N-(3-methyl-2-nitrobenzyl)-L-alanine ethyl ester), [H][H] (hydrogen). The reagents and catalysts are [Pd] (palladium/carbon). Run in C(C)O (ethanol). The product is C(C)OC([C@@H](NCC1=C(C(=CC=C1)C)N)C)=O (N-(2-amino-3-methylbenzyl)-L-alanine ethyl ester). RXN SMILES: [CH2:1]([O:3][C:4](=[O:19])[C@H:5]([CH3:18])[NH:6][CH2:7][C:8]1[CH:13]=[CH:12][CH:11]=[C:10]([CH3:14])[C:9]=1[N+:15]([O-])=O)[CH3:2].[H][H]>C(O)C.[Pd]>[CH2:1]([O:3][C:4](=[O:19])[C@H:5]([CH3:18])[NH:6][CH2:7][C:8]1[CH:13]=[CH:12][CH:11]=[C:10]([CH3:14])[C:9]=1[NH2:15])[CH3:2]. Reported procedure: A solution of 26.6 g of N-(3-methyl-2-nitrobenzyl)-L-alanine ethyl ester in 100 ml of absolute ethanol was hydrogenated in the presence of 2 g of 10% palladium/carbon. 6.7 liters of hydrogen were taken up in 5 hours. After completion of the hydrogenation, the catalyst was filtered off and the filtrate was evaporated to dryness. There was obtained N-(2-amino-3-methylbenzyl)-L-alanine ethyl ester in the form of a yellow oil; [α]D =-52.6° (c=1% in methanol).